From a dataset of the Open Reaction Database (ORD), a public repository of structured organic reaction records. describe an organic reaction: reactants, conditions, products, and yield The reactants are CS(C)=O, Cc1cccc([N+](=O)[O-])c1Cl, Cl, [Cs+], [F-]. Yields the product Cc1cccc([N+](=O)[O-])c1F. As a reaction SMILES: [CH3:15][S:16]([CH3:17])=[O:18].[Cl:3][c:4]1[c:5]([CH3:13])[cH:6][cH:7][cH:8][c:9]1[N+:10](=[O:11])[O-:12].[ClH:14].[Cs+:2].[F-:1]>>[F:1][c:4]1[c:5]([CH3:13])[cH:6][cH:7][cH:8][c:9]1[N+:10](=[O:11])[O-:12]. Reactants: COC(=O)CCc1nc(Cc2ccc(OCc3nc(-c4ccccc4)oc3C)cc2)sc1-c1ccccc1, CO, Cl, [Li+], C1CCOC1, [OH-], O, O. The product is Cc1oc(-c2ccccc2)nc1COc1ccc(Cc2nc(CCC(=O)O)c(-c3ccccc3)s2)cc1. Reaction SMILES: [CH3:1][c:2]1[c:3]([CH2:13][O:14][c:15]2[cH:16][cH:17][c:18]([CH2:19][c:20]3[s:21][c:22](-[c:31]4[cH:32][cH:33][cH:34][cH:35][cH:36]4)[c:23]([CH2:25][CH2:26][C:27](=[O:28])[O:29][CH3:30])[n:24]3)[cH:37][cH:38]2)[n:4][c:5](-[c:7]2[cH:8][cH:9][cH:10][cH:11][cH:12]2)[o:6]1.[CH3:48][OH:49].[ClH:47].[Li+:41].[O:42]1[CH2:43][CH2:44][CH2:45][CH2:46]1.[OH-:40].[OH2:39].[OH2:50]>>[CH3:1][c:2]1[c:3]([CH2:13][O:14][c:15]2[cH:16][cH:17][c:18]([CH2:19][c:20]3[s:21][c:22](-[c:31]4[cH:32][cH:33][cH:34][cH:35][cH:36]4)[c:23]([CH2:25][CH2:26][C:27](=[O:28])[OH:29])[n:24]3)[cH:37][cH:38]2)[n:4][c:5](-[c:7]2[cH:8][cH:9][cH:10][cH:11][cH:12]2)[o:6]1.